This data is from the Open Reaction Database (ORD), a public repository of structured organic reaction records. The task is: describe an organic reaction: reactants, conditions, products, and yield Starting materials: CCOC(C)=O, COc1ccc(COc2cc(Cl)nc3c(Cl)c(OC)ccc23)cc1, FC(F)(F)c1cc[nH]n1, [H-], [Na+], CN(C)C=O. Yields the product COc1ccc(COc2cc(-n3ccc(C(F)(F)F)n3)nc3c(Cl)c(OC)ccc23)cc1. Reaction SMILES: [CH3:36][CH2:37][O:38][C:39]([CH3:40])=[O:41].[Cl:12][c:13]1[n:14][c:15]2[c:16]([Cl:35])[c:17]([O:33][CH3:34])[cH:18][cH:19][c:20]2[c:21]([O:23][CH2:24][c:25]2[cH:26][cH:27][c:28]([O:31][CH3:32])[cH:29][cH:30]2)[cH:22]1.[F:1][C:2]([c:3]1[n:4][nH:5][cH:6][cH:7]1)([F:8])[F:9].[H-:11].[Na+:10].[O:42]=[CH:43][N:44]([CH3:45])[CH3:46]>>[F:1][C:2]([c:3]1[n:4][n:5](-[c:13]2[n:14][c:15]3[c:16]([Cl:35])[c:17]([O:33][CH3:34])[cH:18][cH:19][c:20]3[c:21]([O:23][CH2:24][c:25]3[cH:26][cH:27][c:28]([O:31][CH3:32])[cH:29][cH:30]3)[cH:22]2)[cH:6][cH:7]1)([F:8])[F:9]. Starting materials: C(C)(=O)OC(C)Br ((RS)-1-acetoxyethylbromide), ice, NC=1SC=C(N1)/C(/C(=O)N[C@H]1[C@@H]2N(C(=C(CS2)[C@H]2OCCC2)C(=O)[O-])C1=O)=N/OC.[Na+] (sodium (6R,7R)-7-[2-(2-aminothiazol-4-yl)-2-(Z)-methoxyiminoacetamido]-3-[(S)-tetrahydrofuran-2-yl]ceph-3-em-4-carboxylate), C([O-])([O-])=O.[K+].[K+] (potassium carbonate). Solvent: CN1C(CCC1)=O (1-methyl-2-pyrrolidinone), CN1C(CCC1)=O (1-methyl-2-pyrrolidinone), C(C)(=O)OCC (ethyl acetate). Product: NC=1SC=C(N1)/C(/C(=O)N[C@H]1[C@@H]2N(C(=C(CS2)[C@H]2OCCC2)C(=O)OC(C)OC(C)=O)C1=O)=N/OC ((RS)-1-Acetoxyethyl (6R,7R)-7-[2-(2-Aminothiazol-4-yl)-2-(Z)-methoxyiminoacetamido]-3-[(S)-tetrahydrofuran-2-yl]ceph-3-em-4-carboxylate). Yield: 79.8%. RXN SMILES: [C:1]([O:4][CH:5](Br)[CH3:6])(=[O:3])[CH3:2].[NH2:8][C:9]1[S:10][CH:11]=[C:12](/[C:14](=[N:35]/[O:36][CH3:37])/[C:15]([NH:17][C@@H:18]2[C:33](=[O:34])[N:20]3[C:21]([C:30]([O-:32])=[O:31])=[C:22]([C@@H:25]4[CH2:29][CH2:28][CH2:27][O:26]4)[CH2:23][S:24][C@H:19]23)=[O:16])[N:13]=1.[Na+].C(=O)([O-])[O-].[K+].[K+]>CN1CCCC1=O.C(OCC)(=O)C>[NH2:8][C:9]1[S:10][CH:11]=[C:12](/[C:14](=[N:35]/[O:36][CH3:37])/[C:15]([NH:17][C@@H:18]2[C:33](=[O:34])[N:20]3[C:21]([C:30]([O:32][CH:5]([O:4][C:1](=[O:3])[CH3:2])[CH3:6])=[O:31])=[C:22]([C@@H:25]4[CH2:29][CH2:28][CH2:27][O:26]4)[CH2:23][S:24][C@H:19]23)=[O:16])[N:13]=1 |f:1.2,3.4.5|. Reported procedure: A solution of (RS)-1-acetoxyethylbromide (267mg) in 1-methyl-2-pyrrolidinone (2ml) was added dropwise, over 1 hour, to an ice cold mixture of sodium (6R,7R)-7-[2-(2-aminothiazol-4-yl)-2-(Z)-methoxyiminoacetamido]-3-[(S)-tetrahydrofuran-2-yl]ceph-3-em-4-carboxylate (190mg) and potassium carbonate (110mg) in 1-methyl-2-pyrrolidinone (1ml). After 15 minutes the mixture was diluted with ethyl acetate, washed with water, brine, dried (MgSO4), concentrated and flash chromatographed on silica gel eluti... Starting materials: CCN, CCN=C=NCCCN(C)C, CN(C)C=O, CC(C)(O)c1ccc(C(=O)Nc2cc(N3CCCC(C(=O)O)C3)n3nccc3n2)cc1, On1nnc2ccccc21. Product: CCNC(=O)C1CCCN(c2cc(NC(=O)c3ccc(C(C)(C)O)cc3)nc3ccnn23)C1. Reaction SMILES: [CH3:32][CH2:33][NH2:34].[CH3:35][CH2:36][N:37]=[C:38]=[N:39][CH2:40][CH2:41][CH2:42][N:43]([CH3:44])[CH3:45].[O:56]=[CH:57][N:58]([CH3:59])[CH3:60].[OH:1][C:2]([CH3:3])([CH3:4])[c:5]1[cH:6][cH:7][c:8]([C:9](=[O:10])[NH:11][c:12]2[n:13][c:14]3[n:15]([c:16]([N:18]4[CH2:19][CH:20]([C:24](=[O:25])[OH:26])[CH2:21][CH2:22][CH2:23]4)[cH:17]2)[n:27][cH:28][cH:29]3)[cH:30][cH:31]1.[OH:46][n:47]1[c:48]2[c:49]([cH:50][cH:51][cH:52][cH:53]2)[n:54][n:55]1>>[OH:1][C:2]([CH3:3])([CH3:4])[c:5]1[cH:6][cH:7][c:8]([C:9](=[O:10])[NH:11][c:12]2[n:13][c:14]3[n:15]([c:16]([N:18]4[CH2:19][CH:20]([C:24](=[O:26])[NH:34][CH2:33][CH3:32])[CH2:21][CH2:22][CH2:23]4)[cH:17]2)[n:27][cH:28][cH:29]3)[cH:30][cH:31]1. Reactants: BrC1=CC=C(C=C1)S(=O)(=O)C1CCNCC1 (4-(4-Bromophenylsulphonyl)piperidine), BrCC(=O)C1=CC=C(C=C1)F (2-bromo-4′-fluoroacetophenone), C([O-])([O-])=O.[K+].[K+] (potassium carbonate). Solvent: C(C)#N (acetonitrile). Reaction conditions: time 17 hour. The product is BrC1=CC=C(C=C1)S(=O)(=O)C1CCN(CC1)CC(=O)C1=CC=C(C=C1)F (4-(4-Bromophenylsulphonyl)-1-[2-(4-fluorophenyl)-2-oxoethl]piperidine). The yield is 37.9%. As a reaction SMILES: [Br:1][C:2]1[CH:7]=[CH:6][C:5]([S:8]([CH:11]2[CH2:16][CH2:15][NH:14][CH2:13][CH2:12]2)(=[O:10])=[O:9])=[CH:4][CH:3]=1.Br[CH2:18][C:19]([C:21]1[CH:26]=[CH:25][C:24]([F:27])=[CH:23][CH:22]=1)=[O:20].C(=O)([O-])[O-].[K+].[K+]>C(#N)C>[Br:1][C:2]1[CH:3]=[CH:4][C:5]([S:8]([CH:11]2[CH2:16][CH2:15][N:14]([CH2:18][C:19]([C:21]3[CH:26]=[CH:25][C:24]([F:27])=[CH:23][CH:22]=3)=[O:20])[CH2:13][CH2:12]2)(=[O:9])=[O:10])=[CH:6][CH:7]=1 |f:2.3.4|. Reported procedure: 4-(4-Bromophenylsulphonyl)piperidine (Example 1 Step d, 0.9 g, 0.003 mol) was added to a mixture of 2-bromo-4′-fluoroacetophenone (0.7 g, 0.0033 mol) and potassium carbonate (0.84 g, 0.006 mol) in acetonitrile (5 ml) and the resulting slurry stirred at room temperature for 17 h. The insolubles were removed by filtration and the solvent evaporated to give a gum which was purified by column chromatography (SiO2, CH2Cl2:MeOH 97:3) to give 0.5 g (36% yield) of product as a colourless solid. δH (400 ... Reactants: CC1CC(=O)OC(C1)=O (3-methylglutaric anhydride), CN1CCNCC1 (N-methylpiperazine), CC1CC(=O)OC(C1)=O (3-methylglutaric anhydride). The solvent is O1CCOCC1 (dioxane). Reaction conditions: time 4 hour. Product: CC(CC(=O)O)CC(=O)N1CCN(CC1)C ((3RS)-3-methyl-5-(4-methylpiperazin-1-yl)-5-oxopentanoic acid). Reaction SMILES: [CH3:1][CH:2]1[CH2:8][C:7](=[O:9])[O:6][C:4](=[O:5])[CH2:3]1.[CH3:10][N:11]1[CH2:16][CH2:15][NH:14][CH2:13][CH2:12]1>O1CCOCC1>[CH3:1][CH:2]([CH2:3][C:4]([N:14]1[CH2:15][CH2:16][N:11]([CH3:10])[CH2:12][CH2:13]1)=[O:5])[CH2:8][C:7]([OH:6])=[O:9]. Reported procedure: 1.6 g of 3-methylglutaric anhydride and then 1.48 cm3 of N-methylpiperazine are added to 20 cm3 of dioxane. After stirring for 4 hours, an additional 320 mg of 3-methylglutaric anhydride are added. The stirring is continued at 20° C. for 18 hours. The solvent is evaporated under reduced pressure (2.7 kPa), at 50° C. The resulting oil is dried at 50° C. (90 Pa) to give 3.1 g of (3RS)-3-methyl-5-(4-methylpiperazin-1-yl)-5-oxopentanoic acid in the form of a yellow lacquer which is used as it is. Starting materials: ClC=1C(=C(C=CC1)C([C@H]1CN(CCC1)C(=O)OC(C)(C)C)OCC(=O)OCC)F ((R)-tert-butyl 3-((3-chloro-2-fluorophenyl)(2-ethoxy-2-oxoethoxy)-methyl)piperidine-1-carboxylate), NaBH. Run in CO (MeOH). Reaction conditions: time 2.5 hour. The product is ClC=1C(=C(C=CC1)C([C@H]1CN(CCC1)C(=O)OC(C)(C)C)OCCO)F ((R)-tert-butyl 3-((3-chloro-2-fluorophenyl)(2-hydroxyethoxy)methyl)piperidine-1-carboxylate). Yield: 88.5%. RXN SMILES: [Cl:1][C:2]1[C:3]([F:29])=[C:4]([CH:8]([O:22][CH2:23][C:24](OCC)=[O:25])[C@@H:9]2[CH2:14][CH2:13][CH2:12][N:11]([C:15]([O:17][C:18]([CH3:21])([CH3:20])[CH3:19])=[O:16])[CH2:10]2)[CH:5]=[CH:6][CH:7]=1>CO>[Cl:1][C:2]1[C:3]([F:29])=[C:4]([CH:8]([O:22][CH2:23][CH2:24][OH:25])[C@@H:9]2[CH2:14][CH2:13][CH2:12][N:11]([C:15]([O:17][C:18]([CH3:19])([CH3:20])[CH3:21])=[O:16])[CH2:10]2)[CH:5]=[CH:6][CH:7]=1. Procedure details: To a solution of (R)-tert-butyl 3-((3-chloro-2-fluorophenyl)(2-ethoxy-2-oxoethoxy)-methyl)piperidine-1-carboxylate (4.368 g, 10.2 mmol) in MeOH (85 mL) was added NaBH (3.18 g, 81.5 mmol) in portions such that the temperature remained below 40° C. After addition, the mixture was stirred at rt for 2-3 h. TLC showed the starting material had disappeared. The solvent was removed in vacuo and the residue was partitioned between water and EtOAc. The organic layer was washed with H2O and brine, dried o...